From a dataset of the Open Reaction Database (ORD), a public repository of structured organic reaction records. describe an organic reaction: reactants, conditions, products, and yield The reactants are O=S(=O)(O)Cl, Clc1nccc2ccccc12. Yields the product O=S(=O)(Cl)c1cccc2c(Cl)nccc12. As a reaction SMILES: [Cl:12][S:13](=[O:14])(=[O:15])[OH:16].[Cl:1][c:2]1[n:3][cH:4][cH:5][c:6]2[cH:7][cH:8][cH:9][cH:10][c:11]12>>[Cl:1][c:2]1[n:3][cH:4][cH:5][c:6]2[c:7]([S:13]([Cl:12])(=[O:14])=[O:15])[cH:8][cH:9][cH:10][c:11]12. Reactants: C(C#C)O (propargyl alcohol), COC(C1=CC=C(C=C1)OC(CCCC(C)C)C)=O (p-[(1,5-dimethylhexyl)oxy]benzoic acid methyl ester), C[O-].[Na+] (sodium methoxide), C(C#C)O (propargyl alcohol). Yields the product C(C#C)OC(C1=CC=C(C=C1)OC(CCCC(C)C)C)=O (p-[(1,5-dimethylhexyl)oxy]benzoic acid propargyl ester). RXN SMILES: [CH3:1][O:2][C:3](=[O:19])[C:4]1[CH:9]=[CH:8][C:7]([O:10][CH:11]([CH3:18])[CH2:12][CH2:13][CH2:14][CH:15]([CH3:17])[CH3:16])=[CH:6][CH:5]=1.C[O-].[Na+].[CH2:23](O)[C:24]#C>>[CH2:1]([O:2][C:3](=[O:19])[C:4]1[CH:9]=[CH:8][C:7]([O:10][CH:11]([CH3:18])[CH2:12][CH2:13][CH2:14][CH:15]([CH3:16])[CH3:17])=[CH:6][CH:5]=1)[C:23]#[CH:24] |f:1.2|. Procedure details: 10 g of p-[(1,5-dimethylhexyl)oxy]benzoic acid methyl ester, 30 ml of propargyl alcohol and 0.5 g of sodium methoxide are heated to reflux for 1/2 an hour. The excess propargyl alcohol is thereupon slowly (5 hrs.) distilled off. The residue is poured onto water and extracted with diethyl ether. The ether solution is dried with sodium sulfate and evaporated. The dark-yellow p-[(1,5-dimethylhexyl)oxy]benzoic acid propargyl ester obtained is purified over kieselgel. Reactants: O=S(=O)(Cl)c1ccc(Br)c(F)c1, CN(C)C=O, ClCCl, Cl, c1ccc(P(c2ccccc2)c2ccccc2)cc1. Product: Fc1cc(S)ccc1Br. RXN SMILES: [Br:1][c:2]1[c:3]([F:12])[cH:4][c:5]([S:8]([Cl:9])(=[O:10])=[O:11])[cH:6][cH:7]1.[CH3:33][N:34]([CH3:35])[CH:36]=[O:37].[Cl:38][CH2:39][Cl:40].[ClH:32].[c:13]1([P:14]([c:15]2[cH:16][cH:17][cH:18][cH:19][cH:20]2)[c:21]2[cH:22][cH:23][cH:24][cH:25][cH:26]2)[cH:27][cH:28][cH:29][cH:30][cH:31]1>>[Br:1][c:2]1[c:3]([F:12])[cH:4][c:5]([SH:8])[cH:6][cH:7]1.